From a dataset of the Open Reaction Database (ORD), a public repository of structured organic reaction records. describe an organic reaction: reactants, conditions, products, and yield RXN SMILES: C([O:4][CH2:5][C:6]1[CH:11]=[CH:10][CH:9]=[CH:8][C:7]=1/[C:12](=[N:16]\[O:17][CH3:18])/[C:13]([NH2:15])=[O:14])(=O)C.[CH3:19]N.CO>CO>[OH:4][CH2:5][C:6]1[CH:11]=[CH:10][CH:9]=[CH:8][C:7]=1[C:12](=[N:16][O:17][CH3:18])[C:13]([NH:15][CH3:19])=[O:14] |f:1.2|. Solvent: CO (methanol). Run at temperature 60 celsius, time 16 hour. Procedure: A mixture of (E)-2-(2-acetoxymethylphenyl)-2-methoxyiminoacetamide (432 mg), 40% methylamine/methanol solution (5 ml) and methanol (5 ml) was stirred at 60° C. for 16 hours in a sealed tube. After the mixture was cooled by allowing it to stand, the solvent was evaporated under reduced pressure. The resulting residue was crystallized from ethyl acetate-hexane. The crystallization mother liquor was concentrated under reduced pressure and purified by column chromatography on silica gel (ethyl aceta... The reactants are C(C)(=O)OCC1=C(C=CC=C1)\C(\C(=O)N)=N/OC ((E)-2-(2-acetoxymethylphenyl)-2-methoxyiminoacetamide), CN.CO (methylamine methanol). The product is OCC1=C(C=CC=C1)C(C(=O)NC)=NOC (2-(2-hydroxymethylphenyl)-2-methoxyimino-N-methylacetamide). Isolated yield 98.3%. RXN SMILES: Br[C:2]1[CH:7]=[CH:6][C:5]([C:8]2([CH3:24])[S:12][C:11]([NH:13][C@H:14]([C:16]3[CH:21]=[CH:20][C:19]([F:22])=[CH:18][CH:17]=3)[CH3:15])=[N:10][C:9]2=[O:23])=[CH:4][CH:3]=1.[C:25]1(P(C2C=CC=CC=2)C2C=CC=CC=2)C=CC=CC=1.[C:44]([O-:47])(=[O:46])C.[K+].[C]=O>CO.C([O-])(=O)C.[Pd+2].C([O-])(=O)C.CN(C=O)C>[F:22][C:19]1[CH:20]=[CH:21][C:16]([C@@H:14]([NH:13][C:11]2[S:12][C:8]([C:5]3[CH:6]=[CH:7][C:2]([C:44]([O:47][CH3:25])=[O:46])=[CH:3][CH:4]=3)([CH3:24])[C:9](=[O:23])[N:10]=2)[CH3:15])=[CH:17][CH:18]=1 |f:2.3,6.7.8,^3:48|. Procedure details: A mixture of 5-(4-bromophenyl)-2-((S)-1-(4fluorophenyl)ethylamino)-5-methylthiazol-4(5H)-one (0.79 g, 1.9 mmol), triphenylphosphine (Aldrich, 0.15 g, 0.58 mmol), palladium acetate (Aldrich, 0.11 g, 0.48 mmol), potassium acetate (Aldrich, 0.24 g, 2.4 mmol), in MeOH (3 mL) and DMF (3 mL) was pressurized with carbon monoxide, purged twice with CO and then heated to 100° C. overnight at 40-50 psi of CO. After the reaction mixture was cooled to ambient temp., then contents were filtered through Celit... The reagents and catalysts are C(C)(=O)[O-].[Pd+2].C(C)(=O)[O-] (palladium acetate). The product is FC1=CC=C(C=C1)[C@H](C)NC=1SC(C(N1)=O)(C)C1=CC=C(C(=O)OC)C=C1 (Methyl 4-(2-((S)-1-(4-fluorophenyl)ethylamino)-5-methyl-4-oxo-4,5-dihydrothiazol-5-yl)benzoate). Starting materials: [C]=O (carbon monoxide), BrC1=CC=C(C=C1)C1(C(N=C(S1)N[C@@H](C)C1=CC=C(C=C1)F)=O)C (5-(4-bromophenyl)-2-((S)-1-(4fluorophenyl)ethylamino)-5-methylthiazol-4(5H)-one), C1(=CC=CC=C1)P(C1=CC=CC=C1)C1=CC=CC=C1 (triphenylphosphine), C(C)(=O)[O-].[K+] (potassium acetate). Conditions: temperature 100 celsius. Solvent: CN(C)C=O (DMF), CO (MeOH). The reactants are N1(CCCC1)CCCS(=O)(=O)C1=CC=C(C=C1)NC1=NC=C(C=N1)N (N-[4-(3-Pyrrolidin-1-yl-Propane-1-Sulfonyl)-Phenyl]-Pyrimidine-2,5-Diamine), FC(C=1C=C(C(=O)NC=2C=C(C(=O)O)C=CC2)C=CC1)(F)F (3-(3-(Trifluoromethyl)Benzamido)Benzoic Acid), ClC1=NC(=NC(=N1)OC)OC (2-chloro-4,6-dimethoxy-1,3,5-triazine), CN1CCOCC1 (4-methylmorpholine). Solvent: CN(C)C=O (DMF), C(Cl)Cl (CH2Cl2), C(Cl)Cl (CH2Cl2). Conditions: time 75 minute. Product: N1(CCCC1)CCCS(=O)(=O)C1=CC=C(C=C1)NC1=NC=C(C=N1)NC(C1=CC(=CC=C1)NC(C1=CC(=CC=C1)C(F)(F)F)=O)=O (N-{2-[4-(3-Pyrrolidin-1-yl-propane-1-sulfonyl)-phenylamino]-pyrimidin-5-yl}-3-(3-trifluoromethyl-benzoylamino)-benzamide). Isolated yield 51.1%. As a reaction SMILES: [F:1][C:2]([F:22])([F:21])[C:3]1[CH:4]=[C:5]([CH:18]=[CH:19][CH:20]=1)[C:6]([NH:8][C:9]1[CH:10]=[C:11]([CH:15]=[CH:16][CH:17]=1)[C:12]([OH:14])=O)=[O:7].ClC1N=C(OC)N=C(OC)N=1.CN1CCOCC1.[N:41]1([CH2:46][CH2:47][CH2:48][S:49]([C:52]2[CH:57]=[CH:56][C:55]([NH:58][C:59]3[N:64]=[CH:63][C:62]([NH2:65])=[CH:61][N:60]=3)=[CH:54][CH:53]=2)(=[O:51])=[O:50])[CH2:45][CH2:44][CH2:43][CH2:42]1>C(Cl)Cl.CN(C=O)C>[N:41]1([CH2:46][CH2:47][CH2:48][S:49]([C:52]2[CH:53]=[CH:54][C:55]([NH:58][C:59]3[N:60]=[CH:61][C:62]([NH:65][C:12](=[O:14])[C:11]4[CH:15]=[CH:16][CH:17]=[C:9]([NH:8][C:6](=[O:7])[C:5]5[CH:18]=[CH:19][CH:20]=[C:3]([C:2]([F:1])([F:22])[F:21])[CH:4]=5)[CH:10]=4)=[CH:63][N:64]=3)=[CH:56][CH:57]=2)(=[O:50])=[O:51])[CH2:42][CH2:43][CH2:44][CH2:45]1. Reported procedure: To a solution of intermediate 5 (Example 9) (240 mg, 0.8 mmol) in anhydrous CH2Cl2 (15 mL), 2-chloro-4,6-dimethoxy-1,3,5-triazine (170 mg, 1 mmol) and 4-methylmorpholine (160 mg, 1.6 mmol) were added. After the reaction mixture was stirred at room temperature for 75 minutes, intermediate 2 (Example 3) (100 mg, 0.3 mmol) in anhydrous DMF (2.5 mL) was added into the solution. The solution was stirred under argon for overnight. The residue was dissolved in CH2Cl2 (20 mL) and washed with aqueous sat...